This data is from the Open Reaction Database (ORD), a public repository of structured organic reaction records. The task is: describe an organic reaction: reactants, conditions, products, and yield Reagents/catalysts: c1ccc(cc1)-c2c3ccccc3cc4ccccc24 (9-Phenylanthracene). The product is CC(=O)OC[C@@]1(F)C[C@H]([C@@H]2OC(C)(C)O[C@H]12)N3C(=O)c4ccccc4C3=O. As a reaction SMILES: [CH3:1][C:2]([O:4][CH2:5][C@:6]1([C@H:15]([C@@H:9]2[C@H:8]([N:16]3[C:25](=[O:26])[c:24]([c:19]4[C:17]3=[O:18])[cH:23][cH:22][cH:21][cH:20]4)[CH2:7]1)[O:14][C:11]([CH3:13])([CH3:12])[O:10]2)O)=[O:3].[F:27]C(C(S(NS(C(C(F)(F)F)(F)F)(=O)=O)(=O)=O)(F)F)(F)F>>[CH3:1][C:2]([O:4][CH2:5][C@@:6]1([C@H:15]([C@@H:9]2[C@H:8]([N:16]3[C:25](=[O:26])[c:24]([c:19]4[C:17]3=[O:18])[cH:23][cH:22][cH:21][cH:20]4)[CH2:7]1)[O:14][C:11]([CH3:13])([CH3:12])[O:10]2)[F:27])=[O:3]. Reactants: S(C(C(F)(F)F)(F)F)(NS(C(C(F)(F)F)(F)F)(=O)=O)(=O)=O, C1[C@H]([C@H]2[C@@H]([C@@]1(COC(=O)C)O)OC(O2)(C)C)N1C(c2c(C1=O)cccc2)=O. The solvent is C1CCOC1 (THF). Conditions: temperature 25 celsius, time 18 hour. Starting materials: CCOC(=O)C(CCc1ccccc1)NC(C)C(=O)N1CC2CCCCC2C1C(=O)O, CCO, Cl, [K+], [OH-]. Yields the product CC(NC(CCc1ccccc1)C(=O)O)C(=O)N1CC2CCCCC2C1C(=O)O. As a reaction SMILES: [C:2](=[O:3])([O:4][CH2:5][CH3:6])[CH:7]([CH2:8][CH2:9][c:10]1[cH:11][cH:12][cH:13][cH:14][cH:15]1)[NH:16][CH:17]([C:18](=[O:19])[N:20]1[CH:21]([C:29](=[O:30])[OH:31])[CH:22]2[CH2:23][CH2:24][CH2:25][CH2:26][CH:27]2[CH2:28]1)[CH3:32].[CH3:35][CH2:36][OH:37].[ClH:1].[K+:34].[OH-:33]>>[C:2](=[O:3])([OH:4])[CH:7]([CH2:8][CH2:9][c:10]1[cH:11][cH:12][cH:13][cH:14][cH:15]1)[NH:16][CH:17]([C:18](=[O:19])[N:20]1[CH:21]([C:29](=[O:30])[OH:31])[CH:22]2[CH2:23][CH2:24][CH2:25][CH2:26][CH:27]2[CH2:28]1)[CH3:32]. The reactants are CC(=O)Cl, COC(=O)CNc1cc([N+](=O)[O-])ccc1C#N, CN(C)c1ccncc1. Product: COC(=O)CN(C(C)=O)c1cc([N+](=O)[O-])ccc1C#N. RXN SMILES: [CH3:18][C:19]([Cl:20])=[O:21].[CH3:1][O:2][C:3]([CH2:4][NH:5][c:6]1[c:7]([C:15]#[N:16])[cH:8][cH:9][c:10]([N+:12](=[O:13])[O-:14])[cH:11]1)=[O:17].[CH3:22][N:23]([c:24]1[cH:25][cH:26][n:27][cH:28][cH:29]1)[CH3:30]>>[CH3:1][O:2][C:3]([CH2:4][N:5]([c:6]1[c:7]([C:15]#[N:16])[cH:8][cH:9][c:10]([N+:12](=[O:13])[O-:14])[cH:11]1)[C:19]([CH3:18])=[O:21])=[O:17]. The reactants are CC(C)(C)NS(=O)(=O)c1ccc(B2OC(C)(C)C(C)(C)O2)s1, Cc1cc(-c2ccc(C(F)(F)F)cc2)nc(-n2cnc(I)c2)n1. Yields the product Cc1cc(-c2ccc(C(F)(F)F)cc2)nc(-n2cnc(-c3ccc(S(=O)(=O)NC(C)(C)C)s3)c2)n1. As a reaction SMILES: [C:24]([CH3:25])([CH3:26])([CH3:27])[NH:28][S:29](=[O:30])(=[O:31])[c:32]1[s:33][c:34]([B:37]2[O:38][C:39]([CH3:40])([CH3:41])[C:42]([CH3:43])([CH3:44])[O:45]2)[cH:35][cH:36]1.[I:1][c:2]1[n:3][cH:4][n:5](-[c:7]2[n:8][c:9]([CH3:23])[cH:10][c:11](-[c:13]3[cH:14][cH:15][c:16]([C:19]([F:20])([F:21])[F:22])[cH:17][cH:18]3)[n:12]2)[cH:6]1>>[c:2]1(-[c:34]2[s:33][c:32]([S:29]([NH:28][C:24]([CH3:25])([CH3:26])[CH3:27])(=[O:30])=[O:31])[cH:36][cH:35]2)[n:3][cH:4][n:5](-[c:7]2[n:8][c:9]([CH3:23])[cH:10][c:11](-[c:13]3[cH:14][cH:15][c:16]([C:19]([F:20])([F:21])[F:22])[cH:17][cH:18]3)[n:12]2)[cH:6]1. Procedure: 50 ml dry toluene cosolvent, 7 ml 5-ethyl-2-norbornene, 0.8 ml 1-hexene solution, and 0.6 ml diethylaluminum iodide solution were charged to a dry, nitrogen-purged 7 oz. bottle. 0.75 ml of the MoCl5 solution was charged last, and the bottle was shaken. After 1 hour the reaction was shortstopped using a mixture of 0.8 ml ethanolamine, 3 ml Solution A and 25 ml toluene. 2 ml of an antioxidant solution was added (0.1 g/ml of 2,2'-methylenebis[4-methyl-6-t-butylphenol] in toluene). The polymer cemen... Reactants: C(C)C1C2C=CC(C1)C2 (5-ethyl-2-norbornene), C=CCCCC (1-hexene), [I-].C(C)[Al+]CC (diethylaluminum iodide). Yields the product C(C)C1C2C=CC(C1)C2.C=CCCCC (5-Ethyl-2-Norbornene 1-Hexene). The solvent is C1(=CC=CC=C1)C (toluene). Reaction SMILES: [CH2:1]([CH:3]1[CH2:8][CH:7]2[CH2:9][CH:4]1[CH:5]=[CH:6]2)[CH3:2].[CH2:10]=[CH:11][CH2:12][CH2:13][CH2:14][CH3:15].[I-].C([Al+]CC)C>C1(C)C=CC=CC=1>[CH2:1]([CH:3]1[CH2:8][CH:7]2[CH2:9][CH:4]1[CH:5]=[CH:6]2)[CH3:2].[CH2:10]=[CH:11][CH2:12][CH2:13][CH2:14][CH3:15] |f:2.3,5.6|. Reaction conditions: time 1 hour. Starting materials: ON[C@@H](CCC(OCC1=CC=CC=C1)=O)C(=O)N (HO-Glu(Bzl)-NH2), amino acid, C(=O)(Cl)Cl (Phosgene), amino acid. Solvent: C1CCOC1 (THF). Conditions: temperature 50 celsius. Product: N[C@@H](CCC(OCC1=CC=CC=C1)=O)C(=O)O (Glu(Bzl)). Isolated yield 99.7%. As a reaction SMILES: O[NH:2][C@H:3]([C:16](N)=[O:17])[CH2:4][CH2:5][C:6](=[O:15])[O:7][CH2:8][C:9]1[CH:14]=[CH:13][CH:12]=[CH:11][CH:10]=1.C(Cl)(Cl)=[O:20]>C1COCC1>[NH2:2][C@H:3]([C:16]([OH:17])=[O:20])[CH2:4][CH2:5][C:6](=[O:15])[O:7][CH2:8][C:9]1[CH:14]=[CH:13][CH:12]=[CH:11][CH:10]=1. Procedure details: HO-Glu(Bzl)-NH2 (30.0 g, 126.0 mmol) was suspended in 300 mL of anhydrous THF and heated to 50° C. Phosgene (20% in toluene) (81.3 mL, 164.6 mmol) was added to the amino acid suspension by syringe, and the amino acid dissolved over the course of approx. 30 minutes, forming a clear solution. The solution was concentrated by rotory evaporation, dissolved in ˜150 mL of anhydrous THF, and transferred to an Erlenmeyer flask. Hexane was added and the product was allowed to crystallize overnight. The N...